From a dataset of the Open Reaction Database (ORD), a public repository of structured organic reaction records. describe an organic reaction: reactants, conditions, products, and yield The reactants are NC1CCCc2ccccc21, O=Cc1cccc(Oc2cc(Cl)cc(Cl)c2)c1. The product is Clc1cc(Cl)cc(Oc2cccc(CNC3CCCc4ccccc43)c2)c1. As a reaction SMILES: [CH:18]1([NH2:28])[CH2:19][CH2:20][CH2:21][c:22]2[cH:23][cH:24][cH:25][cH:26][c:27]21.[Cl:1][c:2]1[cH:3][c:4]([O:5][c:6]2[cH:7][c:8]([CH:9]=[O:10])[cH:11][cH:12][cH:13]2)[cH:14][c:15]([Cl:17])[cH:16]1>>[Cl:1][c:2]1[cH:3][c:4]([O:5][c:6]2[cH:7][c:8]([CH2:9][NH:28][CH:18]3[CH2:19][CH2:20][CH2:21][c:22]4[cH:23][cH:24][cH:25][cH:26][c:27]43)[cH:11][cH:12][cH:13]2)[cH:14][c:15]([Cl:17])[cH:16]1.